Dataset: the Open Reaction Database (ORD), a public repository of structured organic reaction records. Task: describe an organic reaction: reactants, conditions, products, and yield Starting materials: ClC1=C(C=C(C=C1)CO)O (2-chloro-5-(hydroxymethyl)phenol), BrC(O)C1CC1 (bromocyclopropylmethanol). Yields the product ClC1=C(C=C(C=C1)CO)OCC1CC1 ([4-chloro-3-(cyclopropylmethoxy)phenyl]methanol). Reaction SMILES: [Cl:1][C:2]1[CH:7]=[CH:6][C:5]([CH2:8][OH:9])=[CH:4][C:3]=1[OH:10].Br[CH:12]([CH:14]1[CH2:16][CH2:15]1)O>>[Cl:1][C:2]1[CH:7]=[CH:6][C:5]([CH2:8][OH:9])=[CH:4][C:3]=1[O:10][CH2:12][CH:14]1[CH2:16][CH2:15]1. Procedure details: The title compound was prepared from 2-chloro-5-(hydroxymethyl)phenol and bromocyclopropylmethanol according to the procedure for the preparation of Example 111, part A. 1H NMR (400 MHz, CDCl3): δ 0.36-0.40 (2H, m), 0.62-0.67 (2H, m), 1.29-1.33 (1H, m), 1.76 (1H, s), 3.89 (2H, d, J=6.8 Hz), 4.64 (2H, s), 6.84-6.86 (1H, m), 6.94 (1H, d, J=2.0 Hz), 7.32 (1H, d, J=8.0 Hz).